From a dataset of the Open Reaction Database (ORD), a public repository of structured organic reaction records. describe an organic reaction: reactants, conditions, products, and yield The reactants are N([C@@H](CC(C)C)[C@@H](O)CC(=O)N[C@@H](C(C)C)C(=O)N[C@@H](CC1=CC=C(C=C1)O)C(=O)N[C@@H](CCCCNC(=O)OC(C)(C)C)C(=O)OC)C(=O)OCC1=CC=CC=C1 (Z-Sta-Val-Tyr-Lys(Boc)-OMe), Pd on-carbon, C(=O)=O (CO2). Run in CO (MeOH). Yields the product N[C@@H](CC(C)C)[C@@H](O)CC(=O)N[C@@H](C(C)C)C(=O)N[C@@H](CC1=CC=C(C=C1)O)C(=O)N[C@@H](CCCCNC(=O)OC(C)(C)C)C(=O)OC (H-Sta-Val-Tyr-Lys(Boc)-OMe). RXN SMILES: [NH:1](C(OCC1C=CC=CC=1)=O)[C@H:2]([C@H:7]([CH2:9][C:10]([NH:12][C@H:13]([C:17]([NH:19][C@H:20]([C:29]([NH:31][C@H:32]([C:45]([O:47][CH3:48])=[O:46])[CH2:33][CH2:34][CH2:35][CH2:36][NH:37][C:38]([O:40][C:41]([CH3:44])([CH3:43])[CH3:42])=[O:39])=[O:30])[CH2:21][C:22]1[CH:27]=[CH:26][C:25]([OH:28])=[CH:24][CH:23]=1)=[O:18])[CH:14]([CH3:16])[CH3:15])=[O:11])[OH:8])[CH2:3][CH:4]([CH3:6])[CH3:5].C(=O)=O>CO>[NH2:1][C@H:2]([C@H:7]([CH2:9][C:10]([NH:12][C@H:13]([C:17]([NH:19][C@H:20]([C:29]([NH:31][C@H:32]([C:45]([O:47][CH3:48])=[O:46])[CH2:33][CH2:34][CH2:35][CH2:36][NH:37][C:38]([O:40][C:41]([CH3:44])([CH3:43])[CH3:42])=[O:39])=[O:30])[CH2:21][C:22]1[CH:27]=[CH:26][C:25]([OH:28])=[CH:24][CH:23]=1)=[O:18])[CH:14]([CH3:15])[CH3:16])=[O:11])[OH:8])[CH2:3][CH:4]([CH3:6])[CH3:5]. Reported procedure: 850 mg of Z-Sta-Val-Tyr-Lys(Boc)-OMe are dissolved in 17 ml of 95% strength MeOH and hydrogenated with 85 mg of Pd-on-carbon with CO2 -absorption until saturation (approximately 1 hour). The catalyst is filtered off, the filtrate is concentrated to dryness and dried in a high vacuum at 40° yielding H-Sta-Val-Tyr-Lys(Boc)-OMe in the form of an amorphous powder; Rf (E)=0.58; Rf (H)=0.50. The resulting product is further reacted in stage 1.10. Starting materials: CCCCc1nc(CO[Si](C)(C)C(C)(C)C)c(C=C(Cc2cccs2)C(=O)OCC)n1Cc1ccccc1Cl, CCO, [Na+], [OH-]. Reaction SMILES: [CH2:1]([CH2:2][CH2:3][CH3:4])[c:5]1[n:6]([CH2:32][c:33]2[c:34]([Cl:39])[cH:35][cH:36][cH:37][cH:38]2)[c:7]([CH:19]=[C:20]([C:21](=[O:22])[O:23][CH2:24][CH3:25])[CH2:26][c:27]2[s:28][cH:29][cH:30][cH:31]2)[c:8]([CH2:10][O:11][Si:12]([CH3:13])([CH3:14])[C:15]([CH3:16])([CH3:17])[CH3:18])[n:9]1.[CH3:42][CH2:43][OH:44].[Na+:41].[OH-:40]>>[CH2:1]([CH2:2][CH2:3][CH3:4])[c:5]1[n:6]([CH2:32][c:33]2[c:34]([Cl:39])[cH:35][cH:36][cH:37][cH:38]2)[c:7]([CH:19]=[C:20]([C:21](=[O:22])[OH:23])[CH2:26][c:27]2[s:28][cH:29][cH:30][cH:31]2)[c:8]([CH2:10][O:11][Si:12]([CH3:13])([CH3:14])[C:15]([CH3:16])([CH3:17])[CH3:18])[n:9]1. Product: CCCCc1nc(CO[Si](C)(C)C(C)(C)C)c(C=C(Cc2cccs2)C(=O)O)n1Cc1ccccc1Cl.